This data is from the Open Reaction Database (ORD), a public repository of structured organic reaction records. The task is: describe an organic reaction: reactants, conditions, products, and yield The reactants are C(C)(=O)OC=1C=CC2=C(CCCCN2C(C)=O)C1 (7-Acetoxy-1-acetyl-2,3,4,5-tetrahydro-1H-benzazepine), [OH-].[Na+] (NaOH), Cl (HCl). Solvent: O (water), C(C)O (ethanol), O (water). Reaction conditions: time 30 minute. The product is C(C)(=O)N1CCCCC2=C1C=CC(=C2)O (1-Acetyl-7-hydroxy-2,3,4,5-tetrahydro-1H-benzazepine). Yield: 61.5%. RXN SMILES: C([O:4][C:5]1[CH:6]=[CH:7][C:8]2[N:14]([C:15](=[O:17])[CH3:16])[CH2:13][CH2:12][CH2:11][CH2:10][C:9]=2[CH:18]=1)(=O)C.[OH-].[Na+].Cl>C(O)C.O>[C:15]([N:14]1[C:8]2[CH:7]=[CH:6][C:5]([OH:4])=[CH:18][C:9]=2[CH2:10][CH2:11][CH2:12][CH2:13]1)(=[O:17])[CH3:16] |f:1.2|. Procedure details: 7-Acetoxy-1-acetyl-2,3,4,5-tetrahydro-1H-benzazepine (D23, 3.88 g, 16 mmol) was stirred in ethanol (40 ml) as NaOH (1.26 g, 32 mmol) was added in water (5 ml). After stirring for 30 min, the mixture was diluted with water (500 ml), and acidified with 5M HCl. The tan precipitate was filtered off and dried, yielding 2.02 g (63%) of the title compound. A further 0.80 g (25%) of this material was isolated by dichloromethane extraction of the filtrate. Starting materials: C1(CCCC1)C[C@H](CN(C=O)O)C(=O)NNC1=NC(=NC(=C1F)N1C[C@@H](CC1)CO)C ([(2R)-2-(Cyclopentylmethyl)-3-(2-{5-fluoro-6-[(3R)-3-(hydroxymethyl)-1-pyrrolidinyl]-2-methyl-4-pyrimidinyl}hydrazino)-3-oxopropyl]hydroxyformamide), ClC1=NC(=NC(=C1F)Cl)CF (4,6-dichloro-5-fluoro-2-(fluoromethyl)pyrimidine), CCN(C(C)C)C(C)C (DIPEA). The product is C1(CCCC1)C[C@H](CN(C=O)O)C(=O)NNC1=NC(=NC(=C1F)N1C[C@H]2COCCN2CC1)CF ([(2R)-2-(Cyclopentylmethyl)-3-(2-{5-fluoro-2-(fluoromethyl)-6-[(9aS)-hexahydropyrazino[2,1-c][1,4]oxazin-8(1H)-yl]-4-pyrimidinyl}hydrazino)-3-oxopropyl]hydroxyformamide). As a reaction SMILES: [CH:1]1([CH2:6][C@@H:7]([C:13]([NH:15][NH:16][C:17]2[C:22]([F:23])=[C:21]([N:24]3[CH2:28][CH2:27][C@@H:26]([CH2:29][OH:30])[CH2:25]3)[N:20]=[C:19]([CH3:31])[N:18]=2)=[O:14])[CH2:8][N:9]([OH:12])[CH:10]=[O:11])[CH2:5][CH2:4][CH2:3][CH2:2]1.ClC1C([F:39])=C(Cl)N=C(CF)N=1.[CH3:43][CH2:44][N:45](C(C)C)C(C)C>>[CH:1]1([CH2:6][C@@H:7]([C:13]([NH:15][NH:16][C:17]2[C:22]([F:23])=[C:21]([N:24]3[CH2:28][CH2:27][N:45]4[C@H:26]([CH2:29][O:30][CH2:43][CH2:44]4)[CH2:25]3)[N:20]=[C:19]([CH2:31][F:39])[N:18]=2)=[O:14])[CH2:8][N:9]([OH:12])[CH:10]=[O:11])[CH2:2][CH2:3][CH2:4][CH2:5]1. Procedure: [(2R)-2-(Cyclopentylmethyl)-3-(2-{5-fluoro-2-(fluoromethyl)-6-[(9aS)-hexahydropyrazino[2,1-c][1,4]oxazin-8(1H)-yl]-4-pyrimidinyl}hydrazino)-3-oxopropyl]hydroxyformamide was prepared according to General Procedure A, utilizing (9aS)-octahydropyrazino[2,1-c][1,4]oxazine dihydrochloride (Example 22) in place of pyrrolidine, using 4,6-dichloro-5-fluoro-2-(fluoromethyl)pyrimidine in place of 4,6-dichloro-5-fluoro-2-methylpyrimidine, and using 3 equivalents of DIPEA in Part A. LCMS: (M+H)+: 498.3. Starting materials: C1(=CC=CC=C1)C1=NNC2=CC=C(C=C12)Cl (3-phenyl-5-chloroindazole), O1CCN(CC1)CCCl (morpholinoethyl chloride). Yields the product Cl.O1CCN(CC1)C(C)C1=C2C(=NNC2=CC=C1Cl)C1=CC=CC=C1 (1-morpholinoethyl-3-phenyl-5-chloroindazole hydrochloride). Reaction SMILES: [C:1]1([C:7]2[C:15]3[C:10](=[CH:11][CH:12]=[C:13]([Cl:16])[CH:14]=3)[NH:9][N:8]=2)[CH:6]=[CH:5][CH:4]=[CH:3][CH:2]=1.[O:17]1[CH2:22][CH2:21][N:20]([CH2:23][CH2:24]Cl)[CH2:19][CH2:18]1>>[ClH:16].[O:17]1[CH2:22][CH2:21][N:20]([CH:23]([C:14]2[C:13]([Cl:16])=[CH:12][CH:11]=[C:10]3[C:15]=2[C:7]([C:1]2[CH:2]=[CH:3][CH:4]=[CH:5][CH:6]=2)=[N:8][NH:9]3)[CH3:24])[CH2:19][CH2:18]1 |f:2.3|. Reported procedure: By the procedure similar to that described in Example 13, 3-phenyl-5-chloroindazole (4.57 g) and morpholinoethyl chloride (3.59 g) were treated to obtain 3.7 jg of 1-morpholinoethyl-3-phenyl-5-chloroindazole hydrochloride (m.p. 226°-229° C).